Task: describe an organic reaction: reactants, conditions, products, and yield. Dataset: the Open Reaction Database (ORD), a public repository of structured organic reaction records Starting materials: BrC=1C=NC=CC1\C=C/1\C(C2=CC=C(C=C2C1)C)=O ((2E)-2-[(3-bromo-4-pyridyl)methylene]-5-methyl-indan-1-one). The reagents and catalysts are [Pt] (Pt/C). Run in CCO (EtOH). Run at time 3 hour. The product is BrC=1C=NC=CC1CC1C(C2=CC=C(C=C2C1)C)=O (2-[(3-bromo-4-pyridyl)methyl]-5-methyl-indan-1-one). Yield: 59.3%. Reaction SMILES: [Br:1][C:2]1[CH:3]=[N:4][CH:5]=[CH:6][C:7]=1/[CH:8]=[C:9]1/[C:10](=[O:19])[C:11]2[C:16]([CH2:17]/1)=[CH:15][C:14]([CH3:18])=[CH:13][CH:12]=2>CCO.[Pt]>[Br:1][C:2]1[CH:3]=[N:4][CH:5]=[CH:6][C:7]=1[CH2:8][CH:9]1[CH2:17][C:16]2[C:11](=[CH:12][CH:13]=[C:14]([CH3:18])[CH:15]=2)[C:10]1=[O:19]. Procedure: Pt/C (5 wt % loading, 125 mg) was added to a stirred solution of the compound 90 (1.24 g, 4 mmol) in EtOH (40 mL) at room temperature. The resulting suspension was stirred for 3 hours under H2 atmosphere (1 atm) then filtered over Celite, rinsed with dichloromethane and concentrated to dryness. The crude residue was purified by column chromatography on SiO2 (gradient of EtOAc in petroleum ether) to afford the title compound 105 as a white solid (Yield 0.75 g, 59%). As a reaction SMILES: [C:1]1([S:7]([C:10]2[CH:18]=[CH:17][C:16]3[NH:15][C:14]4[CH2:19][CH:20]5[NH:24][CH:23]([C:13]=4[C:12]=3[C:11]=2[C:25]([O:27][C:28]([CH3:31])([CH3:30])[CH3:29])=[O:26])[CH2:22][CH2:21]5)(=[O:9])=[O:8])[CH:6]=[CH:5][CH:4]=[CH:3][CH:2]=1.N1CCC[C@H]1C(O)=O.I[C:41]1[CH:46]=[CH:45][CH:44]=[CH:43][CH:42]=1.C(=O)([O-])[O-].[K+].[K+]>CS(C)=O.O.[Cu](I)I>[C:1]1([S:7]([C:10]2[CH:18]=[CH:17][C:16]3[N:15]([C:41]4[CH:46]=[CH:45][CH:44]=[CH:43][CH:42]=4)[C:14]4[CH2:19][CH:20]5[NH:24][CH:23]([C:13]=4[C:12]=3[C:11]=2[C:25]([O:27][C:28]([CH3:31])([CH3:30])[CH3:29])=[O:26])[CH2:22][CH2:21]5)(=[O:9])=[O:8])[CH:2]=[CH:3][CH:4]=[CH:5][CH:6]=1 |f:3.4.5|. The reagents and catalysts are [Cu](I)I (copper iodide). Conditions: temperature 115 celsius. Solvent: CS(=O)C (dimethylsulfoxide), O (water). Yield: 50.4%. The product is C1(=CC=CC=C1)S(=O)(=O)C1=C(C=2C3=C(N(C2C=C1)C1=CC=CC=C1)CC1CCC3N1)C(=O)OC(C)(C)C (tert-butyl 2-phenylsulfonyl-5-phenyl-5,6,7,8,9,10-hexahydro-7,10-epiminocyclohepta[b]indole-carboxylate). Procedure: To a solution of the product of step C (100 mg, 0.27 mmol) in dimethylsulfoxide (2 mL) was added copper iodide (51 mg, 0.02 mmol), L-proline (6.2 mg, 0.05 mmol), iodobenzene (33 μL, 0.29 mmol) and potassium carbonate (75 mg, 0.54 mmol). The resulting mixture was heated to 115° C. for 40 h, diluted with water and extracted with ethyl acetate. The organic extract was dried over sodium sulfate, filtered, and concentrated in vacuo. The crude material was purified by flash chromatography (SiO2, 3:2 h... The reactants are C1(=CC=CC=C1)S(=O)(=O)C1=C(C=2C3=C(NC2C=C1)CC1CCC3N1)C(=O)OC(C)(C)C (tert-butyl 2-phenylsulfonyl-5,6,7,8,9,10-hexahydro-7,10-iminocyclohept[b]indole-carboxylate), N1[C@H](C(=O)O)CCC1 (L-proline), IC1=CC=CC=C1 (iodobenzene), C([O-])([O-])=O.[K+].[K+] (potassium carbonate). Reaction SMILES: [I-].C[C:3]1[N:4](CC=C)[C:5]2[C:12]([F:13])=[C:11]([NH:14][C:15]3[CH:20]=[CH:19][C:18]([I:21])=[CH:17][C:16]=3[F:22])[C:10]([C:23]([O:25][CH3:26])=[O:24])=[CH:9][C:6]=2[N+:7]=1[CH3:8].C1(P(C2C=CC=CC=2)C2C=CC=CC=2)C=CC=CC=1.N1CCCC1.O>ClCCl.C1C=CC([P]([Pd]([P](C2C=CC=CC=2)(C2C=CC=CC=2)C2C=CC=CC=2)([P](C2C=CC=CC=2)(C2C=CC=CC=2)C2C=CC=CC=2)[P](C2C=CC=CC=2)(C2C=CC=CC=2)C2C=CC=CC=2)(C2C=CC=CC=2)C2C=CC=CC=2)=CC=1>[F:13][C:12]1[C:5]2[N:4]=[CH:3][N:7]([CH3:8])[C:6]=2[CH:9]=[C:10]([C:23]([O:25][CH3:26])=[O:24])[C:11]=1[NH:14][C:15]1[CH:20]=[CH:19][C:18]([I:21])=[CH:17][C:16]=1[F:22] |f:0.1,^1:61,63,82,101|. Reagents/catalysts: C=1C=CC(=CC1)[P](C=2C=CC=CC2)(C=3C=CC=CC3)[Pd]([P](C=4C=CC=CC4)(C=5C=CC=CC5)C=6C=CC=CC6)([P](C=7C=CC=CC7)(C=8C=CC=CC8)C=9C=CC=CC9)[P](C=1C=CC=CC1)(C=1C=CC=CC1)C=1C=CC=CC1 (palladium tetrakis). The reactants are [I-].CC=1N(C2=C([N+]1C)C=C(C(=C2F)NC2=C(C=C(C=C2)I)F)C(=O)OC)CC=C (methyl 3-allyl-4-fluoro-5-(2-fluoro-4-iodophenylamino)-6-methoxycarbony-1-methyl-3H-benzoimidazol-1-ium iodide), C1(=CC=CC=C1)P(C1=CC=CC=C1)C1=CC=CC=C1 (triphenyl phosphine), O (Water), N1CCCC1 (Pyrrolidine). Procedure details: A mixture of methyl 3-allyl-4-fluoro-5-(2-fluoro-4-iodophenylamino)-6-methoxycarbony-1-methyl-3H-benzoimidazol-1-ium iodide, triphenyl phosphine (0.62 g, 2.5 mmoles), palladium tetrakis (0.47 g, 0.48 mmoles) in dichloromethane (15 ml) is cooled at −10° C. Pyrrolidine (0.65 ml) is added dropwise and the reaction mixture is stirred for 2 hours. Water is added and the mixture is extracted with dichloromethane. The organic phases are combined, washed with brine, dried Na2SO4 and concentrated under r... Conditions: temperature -10 celsius, time 2 hour. Run in ClCCl (dichloromethane). Product: FC1=C(C(=CC=2N(C=NC21)C)C(=O)OC)NC2=C(C=C(C=C2)I)F (Methyl 4-fluoro-5-(2-fluoro-4-iodophenylamino)-1-methyl-1H-benzo[d]imidazole-6-carboxylate). Reactants: Cc1cc(C)c2c(c1)C1CN(C)CCC1CC2=O, Cc1ccccc1, O=C(Cl)OCC(Cl)(Cl)Cl, [K+], [K+], O=C([O-])[O-]. The product is Cc1cc(C)c2c(c1)C1CN(C(=O)OCC(Cl)(Cl)Cl)CCC1CC2=O. RXN SMILES: [CH3:10][N:11]1[CH2:12][CH:13]2[c:14]3[c:15]([c:22]([CH3:27])[cH:23][c:24]([CH3:26])[cH:25]3)[C:16](=[O:21])[CH2:17][CH:18]2[CH2:19][CH2:20]1.[CH3:34][c:35]1[cH:36][cH:37][cH:38][cH:39][cH:40]1.[Cl:1][C:2](=[O:3])[O:4][CH2:5][C:6]([Cl:7])([Cl:8])[Cl:9].[K+:28].[K+:29].[O-:30][C:31]([O-:32])=[O:33]>>[C:2](=[O:3])([O:4][CH2:5][C:6]([Cl:7])([Cl:8])[Cl:9])[N:11]1[CH2:12][CH:13]2[c:14]3[c:15]([c:22]([CH3:27])[cH:23][c:24]([CH3:26])[cH:25]3)[C:16](=[O:21])[CH2:17][CH:18]2[CH2:19][CH2:20]1.